This data is from the Open Reaction Database (ORD), a public repository of structured organic reaction records. The task is: describe an organic reaction: reactants, conditions, products, and yield The reactants are CN(S(=O)(=O)C=1SC=CC1)C=1C=CC=C2C=C(NC12)C=1SC(CN1)CC(C=C)=O (N-methyl-N-{2-[5-(2-oxobut-3-en-1-yl)-4,5-dihydro-1,3-thiazol-2-yl]-1H-indol-7-yl}thiophene-2-sulfonamide), OCCNN (2-hydroxyethylhydrazine), O (Water). Solvent: O1CCCC1 (tetrahydrofuran). Yields the product OCCN1N=C(CC1)CC1CN=C(S1)C=1NC2=C(C=CC=C2C1)N(S(=O)(=O)C=1SC=CC1)C (N-[2-(5-{[1-(2-hydroxyethyl)-4,5-dihydro-1H-pyrazol-3-yl]methyl}-4,5-dihydro-1,3-thiazol-2-yl)-1H-indol-7-yl]-N-methylthiophene-2-sulfonamide). The yield is 57.9%. Reaction SMILES: [CH3:1][N:2]([C:11]1[CH:12]=[CH:13][CH:14]=[C:15]2[C:19]=1[NH:18][C:17]([C:20]1[S:21][CH:22]([CH2:25][C:26](=O)[CH:27]=[CH2:28])[CH2:23][N:24]=1)=[CH:16]2)[S:3]([C:6]1[S:7][CH:8]=[CH:9][CH:10]=1)(=[O:5])=[O:4].[OH:30][CH2:31][CH2:32][NH:33][NH2:34].O>O1CCCC1>[OH:30][CH2:31][CH2:32][N:33]1[CH2:28][CH2:27][C:26]([CH2:25][CH:22]2[S:21][C:20]([C:17]3[NH:18][C:19]4[C:15]([CH:16]=3)=[CH:14][CH:13]=[CH:12][C:11]=4[N:2]([CH3:1])[S:3]([C:6]3[S:7][CH:8]=[CH:9][CH:10]=3)(=[O:4])=[O:5])=[N:24][CH2:23]2)=[N:34]1. Procedure: A solution of N-methyl-N-{2-[5-(2-oxobut-3-en-1-yl)-4,5-dihydro-1,3-thiazol-2-yl]-1H-indol-7-yl}thiophene-2-sulfonamide (223 mg) and 2-hydroxyethylhydrazine (60 mg) in tetrahydrofuran (5 mL) was stirred at room temperature for 3 hr. Water was added to the reaction mixture, and the mixture was extracted with ethyl acetate. The ethyl acetate layer was washed with saturated brine, dried (MgSO4), and concentrated. The obtained residue was subjected to silica gel column chromatography to give the tit...